From a dataset of the Open Reaction Database (ORD), a public repository of structured organic reaction records. describe an organic reaction: reactants, conditions, products, and yield Starting materials: C(Cl)Cl (methylene chloride), crude material, ClC1=C(C=C2C(=CNC2=C1)C(=O)OC)C1=C(C=C(C=C1)OC)F (methyl 6-chloro-5-(2-fluoro-4-methoxyphenyl)-1H-indole-3-carboxylate), [OH-].[Na+] (sodium hydroxide), Cl (HCl). Run in C(C)(=O)OCC (ethyl acetate), CO (methanol). Conditions: temperature 75 celsius. Product: ClC1=C(C=C2C(=CNC2=C1)C(=O)O)C1=C(C=C(C=C1)OC)F (6-chloro-5-(2-fluoro-4-methoxyphenyl)-1H-indole-3-carboxylic acid). Yield: 27.1%. As a reaction SMILES: [Cl:1][C:2]1[CH:10]=[C:9]2[C:5]([C:6]([C:11]([O:13]C)=[O:12])=[CH:7][NH:8]2)=[CH:4][C:3]=1[C:15]1[CH:20]=[CH:19][C:18]([O:21][CH3:22])=[CH:17][C:16]=1[F:23].[OH-].[Na+].Cl.C(Cl)Cl>CO.C(OCC)(=O)C>[Cl:1][C:2]1[CH:10]=[C:9]2[C:5]([C:6]([C:11]([OH:13])=[O:12])=[CH:7][NH:8]2)=[CH:4][C:3]=1[C:15]1[CH:20]=[CH:19][C:18]([O:21][CH3:22])=[CH:17][C:16]=1[F:23] |f:1.2|. Procedure: A mixture of methyl 6-chloro-5-(2-fluoro-4-methoxyphenyl)-1H-indole-3-carboxylate (50 mg, 0.15 mmol) in methanol (1.5 mL) and aqueous 1M sodium hydroxide (1M, 0.50 mmol, 0.50 mL) was heated at 75° C. for 24 hours. The reaction was then acidified with 1M HCl to pH=2 and diluted with ethyl acetate. The layers were separated and the aqueous layer was back-extracted twice with ethyl acetate. The combined organic layers were dried over sodium sulfate, filtered, and concentrated in vacuo to provide a ... The reactants are CC(C)(C)OC(=O)N1CCN(c2ccccc2C=O)CC1, C1CCOC1, Cn1ccnc1, CCCCCC, [Li]CCCC, [Cl-], [NH4+]. Product: Cn1ccnc1C(O)c1ccccc1N1CCN(C(=O)OC(C)(C)C)CC1. As a reaction SMILES: [C:12](=[O:13])([O:14][C:15]([CH3:16])([CH3:17])[CH3:18])[N:19]1[CH2:20][CH2:21][N:22]([c:25]2[c:26]([CH:31]=[O:32])[cH:27][cH:28][cH:29][cH:30]2)[CH2:23][CH2:24]1.[CH2:35]1[O:36][CH2:37][CH2:38][CH2:39]1.[CH3:1][n:2]1[cH:3][n:4][cH:5][cH:6]1.[CH3:40][CH2:41][CH2:42][CH2:43][CH2:44][CH3:45].[CH3:7][CH2:8][CH2:9][CH2:10][Li:11].[Cl-:33].[NH4+:34]>>[CH3:1][n:2]1[c:3]([CH:31]([c:26]2[c:25]([N:22]3[CH2:21][CH2:20][N:19]([C:12](=[O:13])[O:14][C:15]([CH3:16])([CH3:17])[CH3:18])[CH2:24][CH2:23]3)[cH:30][cH:29][cH:28][cH:27]2)[OH:32])[n:4][cH:5][cH:6]1. Starting materials: NC1=CC=CC=C1 (anilin), S1C(=CC2=C1C=CC=C2)C(=O)Cl (benzothiophene-2-carboxylic acid chloride), O (water). Solvent: C1(=CC=CC=C1)C (toluene). Conditions: temperature 50 celsius, time 5 hour. Product: S1C(=CC2=C1C=CC=C2)C(=O)NC2=CC=CC=C2 (benzothiophene-2-carboxanilide). Yield: 76.6%. RXN SMILES: [S:1]1[C:5]2[CH:6]=[CH:7][CH:8]=[CH:9][C:4]=2[CH:3]=[C:2]1[C:10](Cl)=[O:11].[NH2:13][C:14]1[CH:19]=[CH:18][CH:17]=[CH:16][CH:15]=1.O>C1(C)C=CC=CC=1>[S:1]1[C:5]2[CH:6]=[CH:7][CH:8]=[CH:9][C:4]=2[CH:3]=[C:2]1[C:10]([NH:13][C:14]1[CH:19]=[CH:18][CH:17]=[CH:16][CH:15]=1)=[O:11]. Reported procedure: To 8 g (0.0407 mol) of benzothiophene-2-carboxylic acid chloride in 150 ml of toluene there are added with stirring at room temperature 7.6 g (0.0814 mol) of anilin, then, when the addition is complete, the mixture is stirred for 5 hours at 50° C., the reaction mixture is then poured into water, and precipitate which has settled out is filtered off with suction, washed twice with water and dried. 7.9 g (77% of theory) of benzothiophene-2-carboxanilide of melting point 188° C. are obtained. ##STR... Starting materials: ClC1=C(C=C(C=C1)[N+](=O)[O-])CO ((2-chloro-5-nitrophenyl)methanol), Br (HBr), [Br-] (bromide), C1(=CC=CC=C1)P(C1=CC=CC=C1)C1=CC=CC=C1 (triphenylphosphine). The solvent is C(C)(=O)O (acetic acid), C(Cl)Cl.C1=CC=CC=C1 (CH2Cl2 benzene). Product: [Br-].ClC1=C(C[P+](C2=CC=CC=C2)(C2=CC=CC=C2)C2=CC=CC=C2)C=C(C=C1)[N+](=O)[O-] ((2-Chloro-5-nitrobenzyl)(triphenyl)phosphonium bromide). Yield: 63.0%. Reaction SMILES: [Cl:1][C:2]1[CH:7]=[CH:6][C:5]([N+:8]([O-:10])=[O:9])=[CH:4][C:3]=1[CH2:11]O.[BrH:13].[Br-].[C:15]1([P:21]([C:28]2[CH:33]=[CH:32][CH:31]=[CH:30][CH:29]=2)[C:22]2[CH:27]=[CH:26][CH:25]=[CH:24][CH:23]=2)[CH:20]=[CH:19][CH:18]=[CH:17][CH:16]=1>C(O)(=O)C.C(Cl)Cl.C1C=CC=CC=1>[Br-:13].[Cl:1][C:2]1[CH:7]=[CH:6][C:5]([N+:8]([O-:10])=[O:9])=[CH:4][C:3]=1[CH2:11][P+:21]([C:22]1[CH:23]=[CH:24][CH:25]=[CH:26][CH:27]=1)([C:28]1[CH:33]=[CH:32][CH:31]=[CH:30][CH:29]=1)[C:15]1[CH:16]=[CH:17][CH:18]=[CH:19][CH:20]=1 |f:5.6,7.8|. Procedure: Bromination of (2-chloro-5-nitrophenyl)methanol with 30% HBr in acetic acid, followed by reaction of the crude bromide with triphenylphosphine, using the procedure described in example 112, gave the phosphonium salt (564) (63%) as a white solid, mp (CH2Cl2/benzene) 239–243° C. 1H NMR (CDCl3) δ 8.22 (br s, 1H), 8.07 (br d, J=8.7 Hz, 1H), 7.87–7.65 (m, 15H), 7.41 (d, J=8.9 Hz, 1H), 5.80 (d, J=14.8 Hz, 2H). Found: C, 58.56; H, 3.93; N, 2.73. C25H20BrClNO2P requires C, 58.47; H, 3.98; N, 2.66. Reaction SMILES: [CH3:1][N:2]1[C:7](=[O:8])[C:6]2=[CH:9][N:10]([CH2:12][C:13]3[CH:18]=[CH:17][C:16]([C:19]4[CH:24]=[CH:23][N:22]=[CH:21][CH:20]=4)=[CH:15][CH:14]=3)[N:11]=[C:5]2[N:4]([CH2:25][C:26]([CH3:29])([CH3:28])[CH3:27])[C:3]1=[O:30].[Cl:31]C(Cl)(Cl)C(Cl)(Cl)Cl.[Li+].C[Si]([N-][Si](C)(C)C)(C)C.O>C(Cl)Cl.C1COCC1>[Cl:31][C:9]1[N:10]([CH2:12][C:13]2[CH:14]=[CH:15][C:16]([C:19]3[CH:24]=[CH:23][N:22]=[CH:21][CH:20]=3)=[CH:17][CH:18]=2)[N:11]=[C:5]2[C:6]=1[C:7](=[O:8])[N:2]([CH3:1])[C:3](=[O:30])[N:4]2[CH2:25][C:26]([CH3:27])([CH3:29])[CH3:28] |f:2.3|. Solvent: C1CCOC1 (THF), C(Cl)Cl (methylene chloride). The reactants are [Li+].C[Si](C)(C)[N-][Si](C)(C)C (LiHMDS), O (water), CN1C(N(C=2C(C1=O)=CN(N2)CC2=CC=C(C=C2)C2=CC=NC=C2)CC(C)(C)C)=O (5-methyl-7-neopentyl-2-(4-(pyridin-4-yl)benzyl)-2H-pyrazolo[3,4-d]pyrimidine-4,6(5H,7H)-dione), ClC(C(Cl)(Cl)Cl)(Cl)Cl (hexachloroethane). The yield is 92.1%. Procedure: 5-methyl-7-neopentyl-2-(4-(pyridin-4-yl)benzyl)-2H-pyrazolo[3,4-d]pyrimidine-4,6(5H,7H)-dione (500 mg, 1.24 mmol) and hexachloroethane (587 mg, 2.48 mmol) are dissolved in 8 mL of methylene chloride, and then 1.0 M LiHMDS (2.48 mL, 2.48 mmol) in THF is added dropwise. After the reaction mixture is stirred at room temperature for 10 min, 100 mL of deionized water is added, and then extracted with methylene chloride four times (30 mL×4). The combined organic phase is dried over anhydrous sodium su... The product is ClC=1N(N=C2N(C(N(C(C21)=O)C)=O)CC(C)(C)C)CC2=CC=C(C=C2)C2=CC=NC=C2 (3-chloro-5-methyl-7-neopentyl-2-(4-(pyridin-4-yl)benzyl)-2H-pyrazolo[3,4-d]pyrimidine-4,6(5H,7H)-dione). Reaction conditions: time 10 minute. Reactants: F[B-](F)(F)F.[Li+] (lithium tetrafluoroborate), C(C)(C)[C@H]1N(C(OC1)=O)C([C@](C=C)(COCC[Si](C)(C)C)C)=O ((R)-4-isopropyl-3-[(R)-2-methyl-2-(2-trimethylsilanyl-ethoxymethyl)-but-3-enoyl]-oxazolidin-2-one), F[B-](F)(F)F.[Li+] (lithium tetrafluoroborate). Solvent: C(C)#N (acetonitrile), O (water), O.C(C)OCC (water diethyl ether). The product is OC[C@](C(=O)N1C(OC[C@H]1C(C)C)=O)(C=C)C ((R)-3-((R)-2-Hydroxymethyl-2-methyl-but-3-enoyl)-4-isopropyl-oxazolidin-2-one). Yield: 91.3%. RXN SMILES: [CH:1]([C@@H:4]1[CH2:8][O:7][C:6](=[O:9])[N:5]1[C:10](=[O:23])[C@@:11]([CH3:22])([CH2:14][O:15]CC[Si](C)(C)C)[CH:12]=[CH2:13])([CH3:3])[CH3:2].F[B-](F)(F)F.[Li+]>C(#N)C.O.O.C(OCC)C>[OH:15][CH2:14][C@@:11]([CH3:22])([CH:12]=[CH2:13])[C:10]([N:5]1[C@H:4]([CH:1]([CH3:3])[CH3:2])[CH2:8][O:7][C:6]1=[O:9])=[O:23] |f:1.2,5.6|. Procedure: To a stirred solution of (R)-4-isopropyl-3-[(R)-2-methyl-2-(2-trimethylsilanyl-ethoxymethyl)-but-3-enoyl]-oxazolidin-2-one (2.93 g, 8.58 mmol) in a mixture of acetonitrile (86 mL) and water (1.72 mL) was added lithium tetrafluoroborate (1 M in acetonitrile, 42.9 mL, 42.9 mmol). The mixture was heated at reflux under nitrogen for 5 h and allowed to cool to ambient temperature. More lithium tetrafluoroborate (1 M in acetonitrile, 8.6 mL, 8.6 mmol) was added and the mixture heated at reflux for a f... The reactants are S([O-])(O)=O.[Na+] (sodium bisulfite), NC1=C(C(=O)NC2=CC=C(C=C2)N2CCOCC2)C=CC=C1 (2-amino-N-(4-morpholinophenyl)benzamide), [Si](C)(C)(C(C)(C)C)OCCOC1=C(C=C(C=O)C=C1C)C (4-(2-(tert-butyldimethylsilyloxy)ethoxy)-3,5-dimethylbenzaldehyde), OS(=O)[O-].[Na+] (NaHSO3), CC=1C=CC(=CC1)S(=O)(=O)O (p-TsOH). The solvent is CC(=O)N(C)C (DMA), [Cl-].[Li+] (lithium chloride). Reaction conditions: temperature 120 celsius, time 17 hour. Yields the product OCCOC1=C(C=C(C=C1C)C1=NC2=CC=CC=C2C(N1C1=CC=C(C=C1)N1CCOCC1)=O)C (2-(4-(2-hydroxyethoxy)-3,5-dimethylphenyl)-3-(4-morpholinophenyl)quinazolin-4(3H)-one). Yield: 8.2%. As a reaction SMILES: [NH2:1][C:2]1[CH:22]=[CH:21][CH:20]=[CH:19][C:3]=1[C:4]([NH:6][C:7]1[CH:12]=[CH:11][C:10]([N:13]2[CH2:18][CH2:17][O:16][CH2:15][CH2:14]2)=[CH:9][CH:8]=1)=[O:5].[Si]([O:30][CH2:31][CH2:32][O:33][C:34]1[C:41]([CH3:42])=[CH:40][C:37]([CH:38]=O)=[CH:36][C:35]=1[CH3:43])(C(C)(C)C)(C)C.OS([O-])=O.[Na+].CC1C=CC(S(O)(=O)=O)=CC=1>CC(N(C)C)=O.[Cl-].[Li+]>[OH:30][CH2:31][CH2:32][O:33][C:34]1[C:41]([CH3:42])=[CH:40][C:37]([C:38]2[N:6]([C:7]3[CH:8]=[CH:9][C:10]([N:13]4[CH2:14][CH2:15][O:16][CH2:17][CH2:18]4)=[CH:11][CH:12]=3)[C:4](=[O:5])[C:3]3[C:2](=[CH:22][CH:21]=[CH:20][CH:19]=3)[N:1]=2)=[CH:36][C:35]=1[CH3:43] |f:2.3,6.7|. Procedure: To a stirred solution of 2-amino-N-(4-morpholinophenyl)benzamide (1.71 g, 5.75 mmol) in DMA (20 mL) was added 4-(2-(tert-butyldimethylsilyloxy)ethoxy)-3,5-dimethylbenzaldehyde (1.77 g, 5.75 mmol), NaHSO3 (0.66 g, 6.33 mmol), and p-TsOH (0.22 g, 1.15 mmol). The reaction mixture was heated at 120° C. overnight, then heated to 140° C., and additional sodium bisulfite (2.60 g, 25 mmol) was added. After an additional 17 hours, the reaction mixture was cooled and diluted with 5% lithium chloride solut... Starting materials: Cn1cc(Br)cc(Br)c1=O, CCCC[Sn](CCCC)(CCCC)c1ccc(CC(NC(=O)OC(C)(C)C)C(=O)OC)cc1, ClCCl, CN(C)C=O. Product: COC(=O)C(Cc1ccc(-c2cc(Br)cn(C)c2=O)cc1)NC(=O)OC(C)(C)C. RXN SMILES: [Br:1][c:2]1[c:3](=[O:10])[n:4]([CH3:9])[cH:5][c:6]([Br:8])[cH:7]1.[CH3:11][O:12][C:13]([CH:14]([NH:15][C:16](=[O:17])[O:18][C:19]([CH3:20])([CH3:21])[CH3:22])[CH2:23][c:24]1[cH:25][cH:26][c:27]([Sn:30]([CH2:31][CH2:32][CH2:33][CH3:34])([CH2:35][CH2:36][CH2:37][CH3:38])[CH2:39][CH2:40][CH2:41][CH3:42])[cH:28][cH:29]1)=[O:43].[Cl:49][CH2:50][Cl:51].[O:44]=[CH:45][N:46]([CH3:47])[CH3:48]>>[c:2]1(-[c:27]2[cH:26][cH:25][c:24]([CH2:23][CH:14]([C:13]([O:12][CH3:11])=[O:43])[NH:15][C:16](=[O:17])[O:18][C:19]([CH3:20])([CH3:21])[CH3:22])[cH:29][cH:28]2)[c:3](=[O:10])[n:4]([CH3:9])[cH:5][c:6]([Br:8])[cH:7]1. Starting materials: C1CCOC1, [Cl-], [H-], [NH4+], [Na+], Cc1ccc(S(=O)(=O)Cl)cc1, CCOC(=O)c1cn[nH]c1. Product: CCOC(=O)c1cnn(S(=O)(=O)c2ccc(C)cc2)c1. As a reaction SMILES: [CH2:24]1[O:25][CH2:26][CH2:27][CH2:28]1.[Cl-:29].[H-:12].[NH4+:30].[Na+:11].[c:13]1([CH3:23])[cH:14][cH:15][c:16]([S:19](=[O:20])(=[O:21])[Cl:22])[cH:17][cH:18]1.[nH:1]1[n:2][cH:3][c:4]([C:6](=[O:7])[O:8][CH2:9][CH3:10])[cH:5]1>>[n:1]1[n:2]([S:19]([c:16]2[cH:15][cH:14][c:13]([CH3:23])[cH:18][cH:17]2)(=[O:20])=[O:21])[cH:3][c:4]([C:6](=[O:7])[O:8][CH2:9][CH3:10])[cH:5]1.